From a dataset of the Open Reaction Database (ORD), a public repository of structured organic reaction records. describe an organic reaction: reactants, conditions, products, and yield The reactants are C(CCCC)=O (pentanal), BrC=1C=CC(=C(C1)NC(=O)C=1N=CNC1C(=O)NC1=NC2=C(N1)C=C(C=C2)N2CCNCC2)C (N4-(5-bromo-2-methylphenyl)-N5-(6-(piperazin-1-yl)-1H-benzo[d]imidazol-2-yl)-1H-imidazole-4,5-dicarboxamide), [Na] (sodium). Solvent: CN(C)C=O (DMF). Run at time 8 hour. The product is C(C)(=O)O.BrC=1C=CC(=C(C1)NC(=O)C=1N=CNC1C(=O)NC1=NC2=C(N1)C=CC(=C2)N2CCN(CC2)CCCCC)C (N4-(5-bromo-2-methylphenyl)-N5-[5-(4-pentylpiperazin-1-yl)-1H-benzimidazol-2-yl]-1H-imidazole-4,5-dicarboxamide acetate). Reaction SMILES: [CH:1](=[O:6])[CH2:2][CH2:3][CH2:4][CH3:5].[Br:7][C:8]1[CH:9]=[CH:10][C:11]([CH3:40])=[C:12]([NH:14][C:15]([C:17]2[N:18]=[CH:19][NH:20][C:21]=2[C:22]([NH:24][C:25]2[NH:29][C:28]3[CH:30]=[C:31]([N:34]4[CH2:39][CH2:38][NH:37][CH2:36][CH2:35]4)[CH:32]=[CH:33][C:27]=3[N:26]=2)=[O:23])=[O:16])[CH:13]=1.[Na]>CN(C=O)C>[C:1]([OH:6])(=[O:16])[CH3:2].[Br:7][C:8]1[CH:9]=[CH:10][C:11]([CH3:40])=[C:12]([NH:14][C:15]([C:17]2[N:18]=[CH:19][NH:20][C:21]=2[C:22]([NH:24][C:25]2[NH:26][C:27]3[CH:33]=[CH:32][C:31]([N:34]4[CH2:35][CH2:36][N:37]([CH2:1][CH2:2][CH2:3][CH2:4][CH3:5])[CH2:38][CH2:39]4)=[CH:30][C:28]=3[N:29]=2)=[O:23])=[O:16])[CH:13]=1 |f:4.5,^1:40|. Reported procedure: A round-bottom flask was charged with pentanal (0.177 g, 2.0 mmol) and N4-(5-bromo-2-methylphenyl)-N5-(6-(piperazin-1-yl)-1H-benzo[d]imidazol-2-yl)-1H-imidazole-4,5-dicarboxamide (0.104 g 0.2 mmol), anhydrous DMF (5 mL) and sodium triacetoxybrohydride (0.212 g, 1.0 mmol). The reaction mixture was stirred overnight at room temperature. The reaction mixture was concentrated under reduced pressure and subsequently purified by preparative reverse phase HPLC (ammonium acetate/acetonitrile) to give N4...